This data is from the Open Reaction Database (ORD), a public repository of structured organic reaction records. The task is: describe an organic reaction: reactants, conditions, products, and yield Reactants: B, COc1ccc(-c2c(C)c3cccc4c3n2CC(CCC(=O)N2CCN(c3cc(C)ccn3)CC2)O4)cc1, Cl, C1CCOC1, C1CCOC1, O. Product: COc1ccc(-c2c(C)c3cccc4c3n2CC(CCCN2CCN(c3cc(C)ccn3)CC2)O4)cc1. As a reaction SMILES: [BH3:44].[CH3:1][O:2][c:3]1[cH:4][cH:5][c:6](-[c:9]2[c:10]([CH3:38])[c:11]3[cH:12][cH:13][cH:14][c:15]4[c:16]3[n:17]2[CH2:18][CH:19]([CH2:21][CH2:22][C:23](=[O:24])[N:25]2[CH2:26][CH2:27][N:28]([c:31]3[n:32][cH:33][cH:34][c:35]([CH3:37])[cH:36]3)[CH2:29][CH2:30]2)[O:20]4)[cH:7][cH:8]1.[ClH:45].[O:39]1[CH2:40][CH2:41][CH2:42][CH2:43]1.[O:46]1[CH2:47][CH2:48][CH2:49][CH2:50]1.[OH2:51]>>[CH3:1][O:2][c:3]1[cH:4][cH:5][c:6](-[c:9]2[c:10]([CH3:38])[c:11]3[cH:12][cH:13][cH:14][c:15]4[c:16]3[n:17]2[CH2:18][CH:19]([CH2:21][CH2:22][CH2:23][N:25]2[CH2:26][CH2:27][N:28]([c:31]3[n:32][cH:33][cH:34][c:35]([CH3:37])[cH:36]3)[CH2:29][CH2:30]2)[O:20]4)[cH:7][cH:8]1. Reported procedure: To a stirring solution of 6-chloro-1H-imidazo[4,5-c]pyridine-2(3H)-thione (1.49 g, 8.03 mmol) and potassium hydroxide (540 mg, 9.63 mmol) in anhydrous EtOH (49.7 mL) was added iodomethane (0.50 mL, 8.03 mmol). The reaction solution was stirred at RT for 3.5 h, and then partitioned between EtOAc (64 mL) and 2N HCl (11.3 mL). The aqueous layer was separated, and the pH was adjusted to a slightly basic pH with the addition of saturated NaHCO3, followed by extraction with EtOAc (100 mL). The combine... RXN SMILES: [Cl:1][C:2]1[N:7]=[CH:6][C:5]2[NH:8][C:9](=[S:11])[NH:10][C:4]=2[CH:3]=1.[OH-].[K+].I[CH3:15]>CCO>[Cl:1][C:2]1[N:7]=[CH:6][C:5]2[NH:8][C:9]([S:11][CH3:15])=[N:10][C:4]=2[CH:3]=1 |f:1.2|. Product: ClC1=CC2=C(C=N1)NC(=N2)SC (6-chloro-2-(methylthio)-3H-imidazo[4,5-c]pyridine). Conditions: time 3.5 hour. The solvent is CCO (EtOH). Reactants: ClC1=CC2=C(C=N1)NC(N2)=S (6-chloro-1H-imidazo[4,5-c]pyridine-2(3H)-thione), [OH-].[K+] (potassium hydroxide), IC (iodomethane). Reactants: O=C(C=CC1CCN(C(=O)OCc2ccccc2)CC1)c1ccccc1, CCO. The product is O=C(CCC1CCN(C(=O)OCc2ccccc2)CC1)c1ccccc1. RXN SMILES: [CH2:1]([c:2]1[cH:3][cH:4][cH:5][cH:6][cH:7]1)[O:8][C:9](=[O:10])[N:11]1[CH2:12][CH2:13][CH:14]([CH:17]=[CH:18][C:19]([c:20]2[cH:21][cH:22][cH:23][cH:24][cH:25]2)=[O:26])[CH2:15][CH2:16]1.[CH3:27][CH2:28][OH:29]>>[CH2:1]([c:2]1[cH:3][cH:4][cH:5][cH:6][cH:7]1)[O:8][C:9](=[O:10])[N:11]1[CH2:12][CH2:13][CH:14]([CH2:17][CH2:18][C:19]([c:20]2[cH:21][cH:22][cH:23][cH:24][cH:25]2)=[O:26])[CH2:15][CH2:16]1. The reactants are CCCCCCCCO, CS(C)=O, [O-][n+]1c(Cl)cccc1Cl, [Na+], [OH-]. The product is CCCCCCCCOc1cccc(Cl)[n+]1[O-]. As a reaction SMILES: [CH2:10]([CH2:11][CH2:12][CH2:13][CH2:14][CH2:15][CH2:16][CH3:17])[OH:18].[CH3:21][S:22]([CH3:23])=[O:24].[Cl:1][c:2]1[n+:3]([O-:9])[c:4]([Cl:8])[cH:5][cH:6][cH:7]1.[Na+:20].[OH-:19]>>[c:2]1([O:18][CH2:10][CH2:11][CH2:12][CH2:13][CH2:14][CH2:15][CH2:16][CH3:17])[n+:3]([O-:9])[c:4]([Cl:8])[cH:5][cH:6][cH:7]1. Starting materials: O=C([O-])[O-], O=C([O-])O, CCOC(C)=O, CN(C)C=O, [Cs+], [Cs+], Nc1nc(Cl)cc(Cl)n1, [Na+], O, O=C(O)CCS. Product: Nc1nc(Cl)cc(SCCC(=O)O)n1. Reaction SMILES: [C:16](=[O:17])([O-:18])[O-:19].[C:22](=[O:23])([OH:24])[O-:25].[CH3:28][CH2:29][O:30][C:31](=[O:32])[CH3:33].[CH3:34][N:35]([CH3:36])[CH:37]=[O:38].[Cs+:20].[Cs+:21].[NH2:1][c:2]1[n:3][c:4]([Cl:9])[cH:5][c:6]([Cl:8])[n:7]1.[Na+:26].[OH2:27].[SH:10][CH2:11][CH2:12][C:13](=[O:14])[OH:15]>>[NH2:1][c:2]1[n:3][c:4]([Cl:9])[cH:5][c:6]([S:10][CH2:11][CH2:12][C:13](=[O:14])[OH:15])[n:7]1. Starting materials: Cc1cc2c(NC(=O)NC3CCN(Cc4ccccc4)C3)cccc2cn1, CO, O=C[O-], ClCCl, [NH4+]. Yields the product Cc1cc2c(NC(=O)NC3CCNC3)cccc2cn1. As a reaction SMILES: [CH2:1]([c:2]1[cH:3][cH:4][cH:5][cH:6][cH:7]1)[N:8]1[CH2:9][CH:10]([NH:13][C:14](=[O:15])[NH:16][c:17]2[c:18]3[cH:19][c:20]([CH3:27])[n:21][cH:22][c:23]3[cH:24][cH:25][cH:26]2)[CH2:11][CH2:12]1.[CH3:32][OH:33].[CH:28]([O-:29])=[O:30].[Cl:34][CH2:35][Cl:36].[NH4+:31]>>[NH:8]1[CH2:9][CH:10]([NH:13][C:14](=[O:15])[NH:16][c:17]2[c:18]3[cH:19][c:20]([CH3:27])[n:21][cH:22][c:23]3[cH:24][cH:25][cH:26]2)[CH2:11][CH2:12]1.